Dataset: the Open Reaction Database (ORD), a public repository of structured organic reaction records. Task: describe an organic reaction: reactants, conditions, products, and yield The reactants are OC1=C(C=CC(=C1CCC)O)C(C)=O (1-(2,4-dihydroxy-3-propylphenyl)ethanone), C(C)OC(C1=C(C(=CC=C1)CBr)OCC)=O (3-(bromomethyl)-2-ethoxybenzoic acid ethyl ester). Yields the product C(C)OC(C1=C(C(=CC=C1)COC1=C(C(=C(C=C1)C(C)=O)O)CCC)OCC)=O (3--[(4-acetyl-3-hydroxy-2-propylphenoxy)methyl]-2-ethoxybenzoic acid ethyl ester). As a reaction SMILES: [OH:1][C:2]1[C:7]([CH2:8][CH2:9][CH3:10])=[C:6]([OH:11])[CH:5]=[CH:4][C:3]=1[C:12](=[O:14])[CH3:13].[CH2:15]([O:17][C:18](=[O:30])[C:19]1[CH:24]=[CH:23][CH:22]=[C:21]([CH2:25]Br)[C:20]=1[O:27][CH2:28][CH3:29])[CH3:16]>>[CH2:15]([O:17][C:18](=[O:30])[C:19]1[CH:24]=[CH:23][CH:22]=[C:21]([CH2:25][O:11][C:6]2[CH:5]=[CH:4][C:3]([C:12](=[O:14])[CH3:13])=[C:2]([OH:1])[C:7]=2[CH2:8][CH2:9][CH3:10])[C:20]=1[O:27][CH2:28][CH3:29])[CH3:16]. Procedure details: 1-(2,4-dihydroxy-3-propylphenyl)ethanone was allowed to react with 3-(bromomethyl)-2-ethoxybenzoic acid ethyl ester according to the procedure of Example 69 and the product was purified by HPLC to give 3--[(4-acetyl-3-hydroxy-2-propylphenoxy)methyl]-2-ethoxybenzoic acid ethyl ester, the title compound, m.p. 59°-62° in 90% yield. Starting materials: C(C1=CC=CC=C1)OC=1C=C(C=CC1)O (3-(benzyloxy)phenol), II (iodine). Reagents/catalysts: FC(C(=O)[O-])(F)F.[Ag+] (silver trifluoroacetate). Run in C1(=CC=CC=C1)C (toluene), C1(=CC=CC=C1)C (toluene). Product: C(C1=CC=CC=C1)OC=1C=CC(=C(C1)O)I (5-(benzyloxy)-2-iodophenol). Isolated yield 89.1%. RXN SMILES: [CH2:1]([O:8][C:9]1[CH:10]=[C:11]([OH:15])[CH:12]=[CH:13][CH:14]=1)[C:2]1[CH:7]=[CH:6][CH:5]=[CH:4][CH:3]=1.[I:16]I>C1(C)C=CC=CC=1.FC(F)(F)C([O-])=O.[Ag+]>[CH2:1]([O:8][C:9]1[CH:14]=[CH:13][C:12]([I:16])=[C:11]([OH:15])[CH:10]=1)[C:2]1[CH:3]=[CH:4][CH:5]=[CH:6][CH:7]=1 |f:3.4|. Procedure details: To a suspension of 3-(benzyloxy)phenol (5.00 g) and silver trifluoroacetate (5.52 g) in toluene (25 mL) was added dropwise a solution of iodine (6.35 g) in toluene (75 mL) over 30 min under ice-cooling. The reaction mixture was filtered, and to the organic layer were added saturated aqueous sodium hydrogen carbonate solution and saturated brine, and the mixture was extracted with ethyl acetate. The obtained organic layer was dried over anhydrous magnesium sulfate, and the solvent was evaporated ...